Dataset: the Open Reaction Database (ORD), a public repository of structured organic reaction records. Task: describe an organic reaction: reactants, conditions, products, and yield Reactants: ClC1=CC(=C(C=C1OC(C)C)N1C(NC(=CC1=O)C(F)(F)F)=O)F (3-(4-chloro-2-fluoro-5-isopropoxyphenyl)-6-trifluoromethyl-2,4(1H,3H)-pyrimidinedione), C([O-])([O-])=O.[K+].[K+] (potassium carbonate), ClC(=O)OCC (ethyl chloroformate). Run in CC(=O)C (acetone). Product: C(C)OC(=O)N1C(N(C(C=C1C(F)(F)F)=O)C1=C(C=C(C(=C1)OC(C)C)Cl)F)=O (1-ethoxycarbonyl-3-(4-chloro-2-fluoro-5-isopropoxyphenyl)-6-trifluoromethyl-2,4(1H,3H)-pyrimidinedione). As a reaction SMILES: [Cl:1][C:2]1[C:7]([O:8][CH:9]([CH3:11])[CH3:10])=[CH:6][C:5]([N:12]2[C:17](=[O:18])[CH:16]=[C:15]([C:19]([F:22])([F:21])[F:20])[NH:14][C:13]2=[O:23])=[C:4]([F:24])[CH:3]=1.C(=O)([O-])[O-].[K+].[K+].Cl[C:32]([O:34][CH2:35][CH3:36])=[O:33]>CC(C)=O>[CH2:35]([O:34][C:32]([N:14]1[C:15]([C:19]([F:22])([F:21])[F:20])=[CH:16][C:17](=[O:18])[N:12]([C:5]2[CH:6]=[C:7]([O:8][CH:9]([CH3:11])[CH3:10])[C:2]([Cl:1])=[CH:3][C:4]=2[F:24])[C:13]1=[O:23])=[O:33])[CH3:36] |f:1.2.3|. Procedure: using 3-(4-chloro-2-fluoro-5-isopropoxyphenyl)-6-trifluoromethyl-2,4(1H,3H)-pyrimidinedione with potassium carbonate and ethyl chloroformate in acetone there is obtained 1-ethoxycarbonyl-3-(4-chloro-2-fluoro-5-isopropoxyphenyl)-6-trifluoromethyl-2,4(1H,3H)-pyrimidinedione, 1H-NMR (CDCl3, 400 MHz): 7.30 ppm (d,1H), 6.83 ppm (d,1H), 6.37 ppm (s,1H), 4.51 ppm (q,2H), 4.45 ppm (m,1H), 1.42 ppm (t,3H), 1.37 ppm (d,6H); The reactants are NC(=S)N (Thiourea), C(#N)C1=CC=C(C(CBr)=O)C=C1 (4-cyanophenacyl bromide), [OH-].[Na+] (NaOH), O (water). The solvent is C(C)O (ethanol). Reaction conditions: time 45 minute. The product is NC=1SC=C(N1)C1=CC=C(C#N)C=C1 (4-(2-amino-thiazol-4-yl)benzonitrile). The yield is 89.3%. As a reaction SMILES: [NH2:1][C:2]([NH2:4])=[S:3].[C:5]([C:7]1[CH:16]=[CH:15][C:10]([C:11](=O)[CH2:12]Br)=[CH:9][CH:8]=1)#[N:6].[OH-].[Na+].O>C(O)C>[NH2:1][C:2]1[S:3][CH:12]=[C:11]([C:10]2[CH:15]=[CH:16][C:7]([C:5]#[N:6])=[CH:8][CH:9]=2)[N:4]=1 |f:2.3|. Procedure: Thiourea (0.76 g, 10 mmol) was added to 4-cyanophenacyl bromide (2.0 g, 8.9 mmol) in ethanol (20 mL), and the reaction heated under reflux. After 45 min, the mixture was cooled to room temperature, and poured into 2N NaOH (10 mL)/water (40 mL). The precipitate was collected and air-dried to give 4-(2-amino-thiazol-4-yl)benzonitrile (1.6 g, 90%), which was used without further characterization. Starting materials: S(=O)(=O)(C1=CC=C(C)C=C1)Cl (tosyl chloride), [Li]CCCC (BuLi), CCCCCC (hexane), OCC1(CC1)C1=C(C=CC=C1OCOC)CO ((2-[1-(hydroxymethyl)cyclopropyl]-3-{[(methyloxy)methyl]oxy}phenyl)methanol), OCC1(CC1)C1=C(C=CC=C1OCOC)CO ((2-[1-(hydroxymethyl)cyclopropyl]-3-{[(methyloxy)methyl]oxy}phenyl)methanol), [Li]CCCC (BuLi), CCCCCC (hexane). The solvent is O1CCCC1 (tetrahydrofuran), O1CCCC1 (tetrahydrofuran). Conditions: time 15 minute. Product: COCOC1=CC=CC2=C1C1(CC1)COC2 (5-{[(methyloxy)methyl]oxy}-1H-spiro[2-benzopyran-4,1′-cyclopropane]). Yield: 92.6%. Reaction SMILES: O[CH2:2][C:3]1([C:6]2[C:11]([O:12][CH2:13][O:14][CH3:15])=[CH:10][CH:9]=[CH:8][C:7]=2[CH2:16][OH:17])[CH2:5][CH2:4]1.[Li]CCCC.CCCCCC.S(Cl)(C1C=CC(C)=CC=1)(=O)=O>O1CCCC1>[CH3:15][O:14][CH2:13][O:12][C:11]1[C:6]2[C:3]3([CH2:2][O:17][CH2:16][C:7]=2[CH:8]=[CH:9][CH:10]=1)[CH2:4][CH2:5]3. Reported procedure: To a solution of (2-[1-(hydroxymethyl)cyclopropyl]-3-{[(methyloxy)methyl]oxy}phenyl)methanol (Intermediate 134, 450 mg) in dry tetrahydrofuran (10 ml) at 0° C., a solution of BuLi in hexane (1.6M, 1.180 mL, 1.889 mmol) was slowly added and the reaction mixture was stirred for 15 minutes at the same temperature. A solution of tosyl chloride (360 mg, 1.889 mmol) in dry tetrahydrofuran (5 ml) was slowly added and the reaction mixture was stirred for 15 minutes at 0° C. A second equivalent of a solu...